From a dataset of the Open Reaction Database (ORD), a public repository of structured organic reaction records. describe an organic reaction: reactants, conditions, products, and yield The reactants are CN(N=C(C)C)C=C(C(C)=O)C(C)=O (3-((1-methyl-2-(propan-2-ylidene)hydrazinyl)methylene)pentane-2,4-dione), Cl (Hydrogen chloride). Run in C(C)O (Ethanol), O (Water). Conditions: time 15 minute. The product is CN1N=C(C(=C1)C(C)=O)C (1-(1,3-dimethyl-1H-pyrazol-4-yl)ethanone). RXN SMILES: [CH3:1][N:2]([CH:7]=[C:8]([C:12](=[O:14])[CH3:13])[C:9](=O)[CH3:10])[N:3]=C(C)C.Cl>C(O)C.O>[CH3:1][N:2]1[CH:7]=[C:8]([C:12](=[O:14])[CH3:13])[C:9]([CH3:10])=[N:3]1. Procedure: 3-((1-methyl-2-(propan-2-ylidene)hydrazinyl)methylene)pentane-2,4-dione (Preparation 3, 9.1 g) was dissolved in Ethanol (20 mL) and treated with 1M Hydrogen chloride in Water (20 mL), the reaction solution was stirred at room temperature for 15 minutes. The reaction solution was then concentrated under vacuum with a rotavap to approximately 20 mL total volume. The reaction solution was then treated with saturated aqueous sodium bicarbonate (45 mL), and extracted with methylene chloride (4×50 mL)... Reactants: COC=1C=C(CC2NCCC3=CC(=C(C(=C23)OC)OC)OC)C=CC1OC (1-(3,4-Dimethoxy-benzyl)-6,7,8-trimethoxy-1,2,3,4-tetrahydroisoquinoline), BrCC(=O)Br (2-bromoacetyl bromide), C1(=CC=CC=C1)CCN (2-phenyl-ethylamine). Yields the product COC=1C=C(CC2N(CCC3=CC(=C(C(=C23)OC)OC)OC)CC(=O)NCCC2=CC=CC=C2)C=CC1OC (2-[1-(3,4-Dimethoxy-benzyl)-6,7,8-trimethoxy-3,4-dihydro-1H-isoquinolin-2-yl]-N-(2-phenyl-ethyl)-acetamide). Reaction SMILES: [CH3:1][O:2][C:3]1[CH:4]=[C:5]([CH:23]=[CH:24][C:25]=1[O:26][CH3:27])[CH2:6][CH:7]1[C:16]2[C:11](=[CH:12][C:13]([O:21][CH3:22])=[C:14]([O:19][CH3:20])[C:15]=2[O:17][CH3:18])[CH2:10][CH2:9][NH:8]1.Br[CH2:29][C:30](Br)=[O:31].[C:33]1([CH2:39][CH2:40][NH2:41])[CH:38]=[CH:37][CH:36]=[CH:35][CH:34]=1>>[CH3:1][O:2][C:3]1[CH:4]=[C:5]([CH:23]=[CH:24][C:25]=1[O:26][CH3:27])[CH2:6][CH:7]1[C:16]2[C:11](=[CH:12][C:13]([O:21][CH3:22])=[C:14]([O:19][CH3:20])[C:15]=2[O:17][CH3:18])[CH2:10][CH2:9][N:8]1[CH2:29][C:30]([NH:41][CH2:40][CH2:39][C:33]1[CH:38]=[CH:37][CH:36]=[CH:35][CH:34]=1)=[O:31]. Procedure: prepared by reaction of 1-(3,4-Dimethoxy-benzyl)-6,7,8-trimethoxy-1,2,3,4-tetrahydroisoquinoline and 2-bromoacetyl bromide with 2-phenyl-ethylamine